From a dataset of the Open Reaction Database (ORD), a public repository of structured organic reaction records. describe an organic reaction: reactants, conditions, products, and yield Reactants: COC(C1=CC(=C(C=C1)C)Br)=O (methyl-3-bromo-4-methylbenzoate), C1CC(=O)N(C1=O)Br (NBS), C(C1=CC=CC=C1)(=O)OOC(C1=CC=CC=C1)=O (benzoylperoxide). Solvent: C(Cl)(Cl)(Cl)Cl (CCl4). The product is BrC1=C(CBr)C=CC(=C1)C(=O)OC (2-bromo-4-methoxycarbonylbenzyl bromide). The yield is 95.5%. As a reaction SMILES: [CH3:1][O:2][C:3](=[O:12])[C:4]1[CH:9]=[CH:8][C:7]([CH3:10])=[C:6]([Br:11])[CH:5]=1.C1C(=O)N([Br:20])C(=O)C1.C(OOC(=O)C1C=CC=CC=1)(=O)C1C=CC=CC=1>C(Cl)(Cl)(Cl)Cl>[Br:11][C:6]1[CH:5]=[C:4]([C:3]([O:2][CH3:1])=[O:12])[CH:9]=[CH:8][C:7]=1[CH2:10][Br:20]. Procedure details: A mixture of methyl-3-bromo-4-methylbenzoate (40 g, 0.17 mol), NBS (34 g, 0.19 mol) and benzoylperoxide (4.0 g) in CCl4 (500 mL) was refluxed for 6 h. The reaction mixture was cooled and filtered off the solid. The filtrate was concentrated under vacuum to give 2-bromo-4-methoxycarbonylbenzyl bromide (50 g, 93%) as a solid. Reactants: C1(CC1)NC1=CC(=NC=2N1N=CC2C=O)C2=CC(=CC=C2)O (7-(cyclopropylamino)-5-(3hydroxyphenyl)pyrazolo[1,5-a]pyrimidine-3-carbaldehyde), N1CCCCC1 (piperidine), N1C(=O)NC(=O)C1 (hydantoin). Run in CCO (EtOH). Reaction conditions: temperature 50 celsius, time 8 hour. The product is C1(CC1)NC1=CC(=NC=2N1N=CC2C=C2C(NC(N2)=O)=O)C2=CC(=CC=C2)O (5-((7-(cyclopropylamino)-5-(3-hydroxyphenyl)pyrazolo[1,5-a]pyrimidin-3-yl)methylene)imidazolidine-2,4-dione). Isolated yield 54.7%. As a reaction SMILES: [CH:1]1([NH:4][C:5]2[N:10]3[N:11]=[CH:12][C:13]([CH:14]=O)=[C:9]3[N:8]=[C:7]([C:16]3[CH:21]=[CH:20][CH:19]=[C:18]([OH:22])[CH:17]=3)[CH:6]=2)[CH2:3][CH2:2]1.N1CCCCC1.[NH:29]1[CH2:35][C:33](=[O:34])[NH:32][C:30]1=[O:31]>CCO>[CH:1]1([NH:4][C:5]2[N:10]3[N:11]=[CH:12][C:13]([CH:14]=[C:35]4[NH:29][C:30](=[O:31])[NH:32][C:33]4=[O:34])=[C:9]3[N:8]=[C:7]([C:16]3[CH:21]=[CH:20][CH:19]=[C:18]([OH:22])[CH:17]=3)[CH:6]=2)[CH2:3][CH2:2]1. Reported procedure: To 7-(cyclopropylamino)-5-(3hydroxyphenyl)pyrazolo[1,5-a]pyrimidine-3-carbaldehyde (100 mg, 0.340 mmol) in EtOH (2 mL) was added piperidine (67 μL, 0.680 mmol), and hydantoin (34 mg, 0.34 mmol). The reaction was stirred at 50° C. overnight. The solid formed was isolated by filtration to provide 70 mg of 5-((7-(cyclopropylamino)-5-(3-hydroxyphenyl)pyrazolo[1,5-a]pyrimidin-3-yl)methylene)imidazolidine-2,4-dione. (55%). LCMS (M+1=377) Starting materials: CCOC(Cc1ccc(-c2cccc(N(C)C(=O)Oc3ccc([N+](=O)[O-])cc3)n2)cc1)C(=O)OC, CCCCCN, CN(C)C=O, O. Product: CCCCCNC(=O)N(C)c1cccc(-c2ccc(CC(OCC)C(=O)OC)cc2)n1. Reaction SMILES: [CH2:1]([CH3:2])[O:3][CH:4]([C:5](=[O:6])[O:7][CH3:8])[CH2:9][c:10]1[cH:11][cH:12][c:13](-[c:16]2[n:17][c:18]([N:22]([C:23](=[O:24])[O:25][c:26]3[cH:27][cH:28][c:29]([N+:30]([O-:31])=[O:32])[cH:33][cH:34]3)[CH3:35])[cH:19][cH:20][cH:21]2)[cH:14][cH:15]1.[CH2:41]([CH2:42][CH2:43][CH2:44][CH3:45])[NH2:46].[CH3:36][N:37]([CH3:38])[CH:39]=[O:40].[OH2:47]>>[CH2:1]([CH3:2])[O:3][CH:4]([C:5](=[O:6])[O:7][CH3:8])[CH2:9][c:10]1[cH:11][cH:12][c:13](-[c:16]2[n:17][c:18]([N:22]([C:23](=[O:24])[NH:46][CH2:41][CH2:42][CH2:43][CH2:44][CH3:45])[CH3:35])[cH:19][cH:20][cH:21]2)[cH:14][cH:15]1.